The task is: describe an organic reaction: reactants, conditions, products, and yield. This data is from the Open Reaction Database (ORD), a public repository of structured organic reaction records. Yield: 69.0%. Product: C(C)(C)(C)C=1C=C(C=C(C1O)C(C)(C)C)C1SCC(N1C1=CC=C(C=C1)N)=O (2-(3,5-di-t-butyl-4-hydroxyphenyl)-3-(4-aminophenyl)-4-thiazolidinone). The solvent is C(C)(=O)OCC (ethyl acetate). Reaction SMILES: [C:1]([C:5]1[CH:6]=[C:7]([CH:16]2[N:20]([C:21]3[CH:26]=[CH:25][C:24]([N+:27]([O-])=O)=[CH:23][CH:22]=3)[C:19](=[O:30])[CH2:18][S:17]2)[CH:8]=[C:9]([C:12]([CH3:15])([CH3:14])[CH3:13])[C:10]=1[OH:11])([CH3:4])([CH3:3])[CH3:2].C(=O)([O-])O.[Na+]>C(OCC)(=O)C>[C:1]([C:5]1[CH:6]=[C:7]([CH:16]2[N:20]([C:21]3[CH:22]=[CH:23][C:24]([NH2:27])=[CH:25][CH:26]=3)[C:19](=[O:30])[CH2:18][S:17]2)[CH:8]=[C:9]([C:12]([CH3:15])([CH3:14])[CH3:13])[C:10]=1[OH:11])([CH3:2])([CH3:3])[CH3:4] |f:1.2|. The reactants are C(C)(C)(C)C=1C=C(C=C(C1O)C(C)(C)C)C1SCC(N1C1=CC=C(C=C1)[N+](=O)[O-])=O (2-(3,5-di-t-butyl-4-hydroxyphenyl)-3-(4-nitrophenyl)-4-thiazolidinone), dihydrated tin chloride, C(O)([O-])=O.[Na+] (sodium hydrogen carbonate). Reaction conditions: temperature 70 celsius. Procedure: 1.3 g of 2-(3,5-di-t-butyl-4-hydroxyphenyl)-3-(4-nitrophenyl)-4-thiazolidinone (3 mmol) and 3.4 g (15 mmol) of dihydrated tin chloride are dissolved in 25 ml of ethyl acetate. The reaction is maintained for 2 hours at 70° C. After the mixture has returned to ambient temperature, it is poured into a saturated solution of sodium hydrogen carbonate. The expected product is then extracted from the organic phase then it is washed 3 times with 10 ml of water. The 2-(3,5-di-t-butyl-4-hydroxyphenyl)-3-(... Reactants: BrC1=CC=C(C=C1)S(=O)(=O)Cl (4-Bromobenzene sulfonyl chloride), C1(CCC1)N (cyclobutylamine). Solvent: ClCCl (dichloromethane). Yields the product BrC1=CC=C(C=C1)S(=O)(=O)NC1CCC1 (4-bromo-N-cyclobutylbenzenesulfonamide). Yield: 28.7%. Reaction SMILES: [Br:1][C:2]1[CH:7]=[CH:6][C:5]([S:8](Cl)(=[O:10])=[O:9])=[CH:4][CH:3]=1.[CH:12]1([NH2:16])[CH2:15][CH2:14][CH2:13]1>ClCCl>[Br:1][C:2]1[CH:7]=[CH:6][C:5]([S:8]([NH:16][CH:12]2[CH2:15][CH2:14][CH2:13]2)(=[O:10])=[O:9])=[CH:4][CH:3]=1. Reported procedure: According to general procedure C, 4-Bromobenzene sulfonyl chloride (0.40 g, 1.56 mmol) and cyclobutylamine (0.33 mL, 3.90 mmol) were stirred together in dry dichloromethane (5 mL) for 16 hours. 4-bromo-N-cyclobutylbenzenesulfonamide (0.13 g) was provided after purification. MS (ESI) m/z 290. HPLC purity 95.6% at 210-370 nm, 9.1 min.; the Xterra® RP18 column, 3.5μ, 150×4.6 mm column, 1.2 mL/min., 85/15-5/95 (ammonium formate buffer pH=3.5/ACN+MeOH) for 10 min., hold 4 min. Starting materials: [OH-].[Na+] (NaOH), C1(=CC=CC=C1)S(=O)(=O)O.C(C)(=O)NN (Acetic hydrazide benzenesulfonic acid), FC(C(=O)N1C2CC(CC1CC2)=C2C1=CC=CC=C1OC=1C=C(C=CC21)C#N)(F)F (9-[8-(2,2,2-Trifluoro-acetyl)-8-aza-bicyclo[3.2.1 ]oct-3-ylidene]-9H-xanthene-3-carbonitrile). Solvent: CO (MeOH). Run at time 10 minute. Product: CC=1NC(=NN1)C=1C=CC=2C(C3=CC=CC=C3OC2C1)=C1CC2CCC(C1)N2 (3-[3-(5-Methyl-4H-[1,2,4]triazol-3-yl)-xanthen-9-ylidene]-8-aza-bicyclo[3.2.1]octane), C(=O)(C(F)(F)F)O (TFA). Reaction SMILES: C1(S(O)(=O)=[O:8])C=CC=CC=1.[C:11]([NH:14][NH2:15])(=O)[CH3:12].[F:16][C:17]([F:45])([F:44])[C:18]([N:20]1[CH:25]2[CH2:26][CH2:27][CH:21]1[CH2:22][C:23](=[C:28]1[C:41]3[CH:40]=[CH:39][C:38]([C:42]#[N:43])=[CH:37][C:36]=3[O:35][C:34]3[C:29]1=[CH:30][CH:31]=[CH:32][CH:33]=3)[CH2:24]2)=[O:19].[OH-].[Na+]>CO>[CH3:12][C:11]1[NH:43][C:42]([C:38]2[CH:39]=[CH:40][C:41]3[C:28](=[C:23]4[CH2:22][CH:21]5[NH:20][CH:25]([CH2:26][CH2:27]5)[CH2:24]4)[C:29]4[C:34]([O:35][C:36]=3[CH:37]=2)=[CH:33][CH:32]=[CH:31][CH:30]=4)=[N:15][N:14]=1.[C:18]([OH:8])([C:17]([F:45])([F:44])[F:16])=[O:19] |f:0.1,3.4|. Procedure: A mixture of compounds 11a (0.029 g, 0.125 mmol) and 5e (0.051g, 0.124 mmol) was exposed to microwave irradition (300 W) at 200° C. for 10 min. After cooling, MeOH (1 mL) and 1N NaOH (1 mL) were added to the reaction mixture and the mixture was stirred at rt for 30 min. The crude product was purified by reverse phase HPLC to yield compound 35 as a TFA salt. MS m/z (MH+) 371.0; 1H NMR (CH3OH-d4) δ 1.40 (d, 2H), 1.85 (m, 2H), 1.41 (s, 3H), 3.02 (m, 4H), 3.91 (m, 2H), 7.19 (m, 4H), 7.33 (d, 2H), 7.... The reactants are COC(=O)c1ccc(Br)cc1C(C)C, Cl, [Li+], [OH-], O, O. The product is CC(C)c1cc(Br)ccc1C(=O)O. RXN SMILES: [Br:1][c:2]1[cH:3][c:4]([CH:12]([CH3:13])[CH3:14])[c:5]([C:6](=[O:7])[O:8][CH3:9])[cH:10][cH:11]1.[ClH:18].[Li+:17].[OH-:16].[OH2:15].[OH2:19]>>[Br:1][c:2]1[cH:3][c:4]([CH:12]([CH3:13])[CH3:14])[c:5]([C:6](=[O:7])[OH:8])[cH:10][cH:11]1. Reactants: Cl, CCOC(=O)c1cnc(C(F)(F)F)nc1O, [Na+], [OH-], O. The product is O=C(O)c1cnc(C(F)(F)F)nc1O. RXN SMILES: [ClH:19].[F:1][C:2]([c:3]1[n:4][cH:5][c:6]([C:10](=[O:11])[O:12][CH2:13][CH3:14])[c:7]([OH:9])[n:8]1)([F:15])[F:16].[Na+:18].[OH-:17].[OH2:20]>>[F:1][C:2]([c:3]1[n:4][cH:5][c:6]([C:10](=[O:11])[OH:12])[c:7]([OH:9])[n:8]1)([F:15])[F:16]. Starting materials: COC(=O)C=1C=CC2=C(C(=C(O2)C(=O)NC2=NC=C(C=C2)Cl)NC(=O)[C@@H]2CC[C@H](CC2)N2C(CCC2)=O)C1 (Trans-5-methoxycarbonyl-3-[4-(2-oxopyrrolidin-1-yl)cyclohexylcarbonylamino]-N-(5-chloropyridin-2-yl)-benzofuran-2-carboxamide), [OH-].[Na+] (sodium hydroxide). The solvent is O1C(CCC1)CO (tetrahydrofuran-methanol). Run at time 18 hour. Product: C(=O)(O)C=1C=CC2=C(C(=C(O2)C(=O)NC2=NC=C(C=C2)Cl)NC(=O)[C@@H]2CC[C@H](CC2)N2C(CCC2)=O)C1 (Trans-5-carboxy-3-[4-(2-oxopyrrolidin-1-yl)-cyclohexylcarbonylamino]-N-(5-chloropyridin-2-yl)benzofuran-2-carboxamide). Isolated yield 94.7%. RXN SMILES: C[O:2][C:3]([C:5]1[CH:6]=[CH:7][C:8]2[O:12][C:11]([C:13]([NH:15][C:16]3[CH:21]=[CH:20][C:19]([Cl:22])=[CH:18][N:17]=3)=[O:14])=[C:10]([NH:23][C:24]([C@H:26]3[CH2:31][CH2:30][C@H:29]([N:32]4[CH2:36][CH2:35][CH2:34][C:33]4=[O:37])[CH2:28][CH2:27]3)=[O:25])[C:9]=2[CH:38]=1)=[O:4].[OH-].[Na+]>O1CCCC1CO>[C:3]([C:5]1[CH:6]=[CH:7][C:8]2[O:12][C:11]([C:13]([NH:15][C:16]3[CH:21]=[CH:20][C:19]([Cl:22])=[CH:18][N:17]=3)=[O:14])=[C:10]([NH:23][C:24]([C@H:26]3[CH2:27][CH2:28][C@H:29]([N:32]4[CH2:36][CH2:35][CH2:34][C:33]4=[O:37])[CH2:30][CH2:31]3)=[O:25])[C:9]=2[CH:38]=1)([OH:4])=[O:2] |f:1.2|. Reported procedure: Trans-5-methoxycarbonyl-3-[4-(2-oxopyrrolidin-1-yl)-cyclohexylcarbonylamino]-N-(5-chloropyridin-2-yl)benzofuran-2-carboxamide (710 mg) obtained in Example 1 is suspended in tetrahydrofuran-methanol (1:1, 10 ml), and thereto is added 4N aqueous sodium hydroxide solution (2 ml) under ice-cooling. The mixture is warmed to room temperature, and stirred for 18 hours. The reaction solution is concentrated under reduced pressure, and thereto is poured ice-water, and the mixture is neutralized with 10% ...